Task: describe an organic reaction: reactants, conditions, products, and yield. Dataset: the Open Reaction Database (ORD), a public repository of structured organic reaction records RXN SMILES: [Cl:1][C:2]1[C:3]([Cl:15])=[C:4]([Cl:14])[C:5]([Cl:13])=[C:6]2[C:11](=[O:12])[O:10][C:8](=[O:9])[C:7]=12.[CH2:16]([N:18]([CH2:26][CH3:27])[C:19]1[CH:24]=[CH:23][CH:22]=[C:21]([CH3:25])[CH:20]=1)[CH3:17].[Cl-].[Al+3].[Cl-].[Cl-]>ClC1C=CC=CC=1Cl>[CH3:25][C:21]1[CH:20]=[C:19]([N:18]([CH2:16][CH3:17])[CH2:26][CH3:27])[CH:24]=[CH:23][C:22]=1[C:11]([C:6]1[C:5]([Cl:13])=[C:4]([Cl:14])[C:3]([Cl:15])=[C:2]([Cl:1])[C:7]=1[C:8]([OH:10])=[O:9])=[O:12] |f:2.3.4.5|. Procedure details: A mixture of tetrachlorophthalic anhydride (21.4 g.), N,N-diethyl-m-toluidine (41 g.), aluminum chloride (30 g.) and o-dichlorobenzene (90 ml.) was heated (75°-95° C.) during one to two hours, then diluted with ice-water. The o-dichlorobenzene layer was separated and steam distilled. The residue was heated with dilute sulfuric acid. The mixture was poured onto ice and made alkaline. The resulting oil was heated in concentrated sulfuric acid. Dilution with water and purification of the product wi... Yield: 77.3%. The reactants are ClC=1C(=C(C(=C2C1C(=O)OC2=O)Cl)Cl)Cl (tetrachlorophthalic anhydride), C(C)N(C1=CC(=CC=C1)C)CC (N,N-diethyl-m-toluidine), [Cl-].[Al+3].[Cl-].[Cl-] (aluminum chloride). Yields the product CC1=C(C(=O)C2=C(C(=O)O)C(=C(C(=C2Cl)Cl)Cl)Cl)C=CC(=C1)N(CC)CC (2-(2-methyl-4-(diethylamino)benzoyl)-3,4,5,6-tetrachlorobenzoic acid). The solvent is ice water, ClC1=C(C=CC=C1)Cl (o-dichlorobenzene). Reactants: C(C)(C)(C)OC(=O)N(CCCl)CCCl (N-tert-butyloxycarbonylbis (2-chloroethyl)amine), C1C=CC2=CC=CC=C12 (indene), C[Si](C)(C)[N-][Si](C)(C)C.[Li+] (lithium bis (trimethylsilyl) amide), solution. The solvent is O1CCCC1 (tetrahydrofuran), O1CCCC1 (tetrahydrofuran), O1CCCC1 (tetrahydrofuran). Conditions: time 30 minute. The product is C(C)(C)(C)OC(=O)N1CCC2(CC1)C=CC1=CC=CC=C12 (1'-(tert-butyloxycarbonyl)spiro [indene-1,4'-piperidine]). Yield: 62.2%. RXN SMILES: [CH2:1]1[C:9]2[C:4](=[CH:5][CH:6]=[CH:7][CH:8]=2)[CH:3]=[CH:2]1.C[Si]([N-][Si](C)(C)C)(C)C.[Li+].[C:20]([O:24][C:25]([N:27]([CH2:31][CH2:32]Cl)[CH2:28][CH2:29]Cl)=[O:26])([CH3:23])([CH3:22])[CH3:21]>O1CCCC1>[C:20]([O:24][C:25]([N:27]1[CH2:31][CH2:32][C:1]2([C:9]3[C:4](=[CH:5][CH:6]=[CH:7][CH:8]=3)[CH:3]=[CH:2]2)[CH2:29][CH2:28]1)=[O:26])([CH3:23])([CH3:22])[CH3:21] |f:1.2|. Reported procedure: To a solution of indene (5.1 ml, 0.04 mol) in dry tetrahydrofuran (15 ml), cooled in an ice bath and maintained under an atmosphere of nitrogen, was added lithium bis (trimethylsilyl) amide (82 ml of a 1.0M solution in tetrahydrofuran, 0.08 mol), over 15 minutes. The mixture was stirred in the cold for 30 minutes, then added dropwise to a solution of N-tert-butyloxycarbonylbis (2-chloroethyl)amine (9.9 g, 0.04 mol) in tetrahydrofuran (200 ml), at 0° C. The mixture was stirred for 2 hours at this... Reactants: Cl, CC1Cc2ccc(-c3ccc(C(=O)O)nc3)cc2CN1c1cc(N2CCN(C)CC2)nc(N)n1, N#CC1CNC1. Yields the product CC1Cc2ccc(-c3ccc(C(=O)N4CC(C#N)C4)nc3)cc2CN1c1cc(N2CCN(C)CC2)nc(N)n1. As a reaction SMILES: [ClH:35].[NH2:1][c:2]1[n:3][c:4]([N:28]2[CH2:29][CH2:30][N:31]([CH3:34])[CH2:32][CH2:33]2)[cH:5][c:6]([N:8]2[CH2:9][c:10]3[cH:11][c:12](-[c:19]4[cH:20][cH:21][c:22]([C:25](=[O:26])[OH:27])[n:23][cH:24]4)[cH:13][cH:14][c:15]3[CH2:16][CH:17]2[CH3:18])[n:7]1.[NH:36]1[CH2:37][CH:38]([C:40]#[N:41])[CH2:39]1>>[NH2:1][c:2]1[n:3][c:4]([N:28]2[CH2:29][CH2:30][N:31]([CH3:34])[CH2:32][CH2:33]2)[cH:5][c:6]([N:8]2[CH2:9][c:10]3[cH:11][c:12](-[c:19]4[cH:20][cH:21][c:22]([C:25](=[O:26])[N:36]5[CH2:37][CH:38]([C:40]#[N:41])[CH2:39]5)[n:23][cH:24]4)[cH:13][cH:14][c:15]3[CH2:16][CH:17]2[CH3:18])[n:7]1. The reactants are C(C)(C)(C)OC(=O)N[C@@H](CC1=CC=C(C=C1)OC(C)(C)C)C(=O)N[C@H](CCSC)C(=O)N(CCCC1=CC=CC=C1)C ([N-(tert-butyloxycarbonyl)-O-(tert-butyl)-L-tyrosyl]-N-methyl-N-(3-phenylpropyl)-D-methioninamide), C(C)(=O)OCC.Cl (hydrogen chloride-ethyl acetate). Product: Cl.N[C@@H](CC1=CC=C(C=C1)O)C(=O)N[C@H](CCSC)C(=O)N(CCCC1=CC=CC=C1)C (L-tyrosyl-N-methyl-N-(3-phenylpropyl)-D-methioninamide monohydrochloride). RXN SMILES: C(OC([NH:8][C@H:9]([C:22]([NH:24][C@@H:25]([C:30]([N:32]([CH3:42])[CH2:33][CH2:34][CH2:35][C:36]1[CH:41]=[CH:40][CH:39]=[CH:38][CH:37]=1)=[O:31])[CH2:26][CH2:27][S:28][CH3:29])=[O:23])[CH2:10][C:11]1[CH:16]=[CH:15][C:14]([O:17]C(C)(C)C)=[CH:13][CH:12]=1)=O)(C)(C)C.C(OCC)(=O)C.[ClH:49]>>[ClH:49].[NH2:8][C@H:9]([C:22]([NH:24][C@@H:25]([C:30]([N:32]([CH3:42])[CH2:33][CH2:34][CH2:35][C:36]1[CH:37]=[CH:38][CH:39]=[CH:40][CH:41]=1)=[O:31])[CH2:26][CH2:27][S:28][CH3:29])=[O:23])[CH2:10][C:11]1[CH:16]=[CH:15][C:14]([OH:17])=[CH:13][CH:12]=1 |f:1.2,3.4|. Reported procedure: A solution of [N-(tert-butyloxycarbonyl)-O-(tert-butyl)-L-tyrosyl]-N-methyl-N-(3-phenylpropyl)-D-methioninamide (601 mg.) in hydrogen chloride-ethyl acetate (3.9 N, 5 ml.) was stirred at room temperature for one hour, then concentrated. The residue was purified by reverse phase high pressure liquid chromatography on octadecylsilated silica gel (350 g.) using ammonium acetate (0.15%) in methanol-water (3:2) as the eluant (200 ml./min.). A solution of the product, which appeared in fraction 3 (k'=... Reactants: NC1=CC=C(C(=O)O)C=C1 (4-aminobenzoic acid), C(C)(=O)OC1=CC=C(C=CC(=O)Cl)C=C1 (4-acetoxycinnamoyl chloride). The solvent is C(Cl)(Cl)Cl (chloroform), N1=CC=CC=C1 (pyridine), C(Cl)(Cl)Cl (chloroform). The product is C(C)(=O)OC1=CC=C(C=CC(=O)NC2=CC=C(C(=O)O)C=C2)C=C1 (4-(4'-acetoxycinnamoylamino)-benzoic acid). Reaction SMILES: [NH2:1][C:2]1[CH:10]=[CH:9][C:5]([C:6]([OH:8])=[O:7])=[CH:4][CH:3]=1.[C:11]([O:14][C:15]1[CH:25]=[CH:24][C:18]([CH:19]=[CH:20][C:21](Cl)=[O:22])=[CH:17][CH:16]=1)(=[O:13])[CH3:12]>C(Cl)(Cl)Cl.N1C=CC=CC=1>[C:11]([O:14][C:15]1[CH:25]=[CH:24][C:18]([CH:19]=[CH:20][C:21]([NH:1][C:2]2[CH:10]=[CH:9][C:5]([C:6]([OH:8])=[O:7])=[CH:4][CH:3]=2)=[O:22])=[CH:17][CH:16]=1)(=[O:13])[CH3:12]. Procedure: In a mixture of 20 ml of dry chloroform and 10 ml of dry pyridine were dissolved 2.6 g of 4-aminobenzoic acid. To this mixture were added dropwise under cooling 20 ml of dry chloroform containing 3.2 g of 4-acetoxycinnamoyl chloride. The mixture was heated under reflux for 2 hours and the reaction mixture was concentrated under reduced pressure. The residue was poured into water and hydrochloric acid was then added to make the liquid weakly acidic. The precipitated crystals were collected by fil...